This data is from the Open Reaction Database (ORD), a public repository of structured organic reaction records. The task is: describe an organic reaction: reactants, conditions, products, and yield The reactants are O=C([O-])[O-], Cc1cc(C(F)(F)F)cc(=O)[nH]1, COCCOC, CI, [K+], [K+], O. Product: Cc1cc(C(F)(F)F)cc(=O)n1C. Reaction SMILES: [C:13](=[O:14])([O-:15])[O-:16].[CH3:1][c:2]1[cH:3][c:4]([C:9]([F:10])([F:11])[F:12])[cH:5][c:6](=[O:8])[nH:7]1.[CH3:22][O:23][CH2:24][CH2:25][O:26][CH3:27].[I:19][CH3:20].[K+:17].[K+:18].[OH2:21]>>[CH3:1][c:2]1[cH:3][c:4]([C:9]([F:10])([F:11])[F:12])[cH:5][c:6](=[O:8])[n:7]1[CH3:13].